Dataset: the Open Reaction Database (ORD), a public repository of structured organic reaction records. Task: describe an organic reaction: reactants, conditions, products, and yield The product is COc1cc2c(cc1N)C(=O)CCC2. The reactants are CC(=O)O, COc1cc2c(cc1[N+](=O)[O-])C(=O)CCC2, [Na+], O=C([O-])O, O. Reaction SMILES: [CH3:1][C:2](=[O:3])[OH:4].[N+:5]([O-:6])(=[O:7])[c:8]1[c:9]([O:19][CH3:20])[cH:10][c:11]2[c:16]([cH:17]1)[C:15](=[O:18])[CH2:14][CH2:13][CH2:12]2.[Na+:25].[O-:21][C:22]([OH:23])=[O:24].[OH2:26]>>[NH2:5][c:8]1[c:9]([O:19][CH3:20])[cH:10][c:11]2[c:16]([cH:17]1)[C:15](=[O:18])[CH2:14][CH2:13][CH2:12]2. Reactants: CC(C(=O)OC(C)(C)C)(CC(=O)O[C@@H]1C([C@@H]2CC[C@]3([C@@]4(CC[C@@]5(C([C@H]4CC[C@@H]3[C@]2(CC1)C)=C(C(C5)=O)C(C)C)\C=C\C(=O)NCCO)C)C)(C)C)C (1-tert-butyl 4-((3aS,5aR,5bR,7aR,9S,11aR,11bR,13aS)-3a-((E)-3-((2-hydroxyethyl)amino)-3-oxoprop-1-en-1-yl)-1-isopropyl-5a,5b,8,8,11a-pentamethyl-2-oxo-3,3a,4,5,5a,5b,6,7,7a,8,9,10,11,11a,11b,12,13,13a-octadecahydro-2H-cyclopenta[a]chrysen-9-yl) 2,2-dimethylsuccinate), C(=O)(C(F)(F)F)O (TFA). The solvent is C(Cl)Cl (DCM). Reaction conditions: temperature 30 celsius, time 2 hour. The product is OCCNC(/C=C/[C@]12C([C@H]3CC[C@@H]4[C@]5(CC[C@@H](C([C@@H]5CC[C@]4([C@@]3(CC1)C)C)(C)C)OC(CC(C(=O)O)(C)C)=O)C)=C(C(C2)=O)C(C)C)=O (4-(((3aS,5aR,5bR,7aR,9S,11aR,11bR,13aS)-3a-((E)-3-((2-Hydroxyethyl)amino)-3-oxoprop-1-en-1-yl)-1-isopropyl-5a,5b,8,8,11a-pentamethyl-2-oxo-3,3a,4,5,5a,5b,6,7,7a,8,9,10,11,11a,11b,12,13,13a-octadecahydro-2H-cyclopenta[a]chrysen-9-yl)oxy)-2,2-dimethyl-4-oxobutanoic acid). The yield is 63.1%. Reaction SMILES: [CH3:1][C:2]([CH3:52])([CH2:10][C:11]([O:13][C@H:14]1[CH2:31][CH2:30][C@@:29]2([CH3:32])[C@@H:16]([CH2:17][CH2:18][C@:19]3([CH3:49])[C@@H:28]2[CH2:27][CH2:26][C@H:25]2[C@@:20]3([CH3:48])[CH2:21][CH2:22][C@@:23]3(/[CH:40]=[CH:41]/[C:42]([NH:44][CH2:45][CH2:46][OH:47])=[O:43])[CH2:35][C:34](=[O:36])[C:33]([CH:37]([CH3:39])[CH3:38])=[C:24]32)[C:15]1([CH3:51])[CH3:50])=[O:12])[C:3]([O:5]C(C)(C)C)=[O:4].C(O)(C(F)(F)F)=O>C(Cl)Cl>[OH:47][CH2:46][CH2:45][NH:44][C:42](=[O:43])/[CH:41]=[CH:40]/[C@:23]12[CH2:35][C:34](=[O:36])[C:33]([CH:37]([CH3:38])[CH3:39])=[C:24]1[C@@H:25]1[C@@:20]([CH3:48])([CH2:21][CH2:22]2)[C@@:19]2([CH3:49])[C@@H:28]([C@:29]3([CH3:32])[C@@H:16]([CH2:17][CH2:18]2)[C:15]([CH3:50])([CH3:51])[C@@H:14]([O:13][C:11](=[O:12])[CH2:10][C:2]([CH3:1])([CH3:52])[C:3]([OH:5])=[O:4])[CH2:31][CH2:30]3)[CH2:27][CH2:26]1. Procedure: To a solution of 1-tert-butyl 4-((3aS,5aR,5bR,7aR,9S,11aR,11bR,13aS)-3a-((E)-3-((2-hydroxyethyl)amino)-3-oxoprop-1-en-1-yl)-1-isopropyl-5a,5b,8,8,11a-pentamethyl-2-oxo-3,3a,4,5,5a,5b,6,7,7a,8,9,10,11,11a,11b,12,13,13a-octadecahydro-2H-cyclopenta[a]chrysen-9-yl) 2,2-dimethylsuccinate (60 mg, 0.083 mmol) in DCM (5 mL) stirred at room temp was added TFA (2.5 mL, 32.4 mmol). The reaction mixture was stirred at 30° C. for 2 h. The reaction was evaporated to dryness then diluted with 200 mL DCM. The o... Starting materials: [N+](=O)([O-])C1=CC=C(C(=O)O[C@H]2[C@H](C[C@@H](O[C@H]2C)C\C=C\C=C)NC(C(F)(F)F)=O)C=C1 ((E)-1-(2,3,6-trideoxy-4-O-p-nitrobenzoyl-3-trifluoroacetamido-α-L-lyxo-hexopyranosyl)-2,4-pentadiene), C1(C=CC(C2=CC=CC=C12)=O)=O (1,4 naphthoquinone). The solvent is C1(=CC=CC=C1)C (toluene). Reaction conditions: temperature 0 celsius. The product is [N+](=O)([O-])C1=CC=C(C(=O)O[C@H]2[C@H](C[C@@H](O[C@H]2C)CC2C=CCC3C(C4=CC=CC=C4C(C23)=O)=O)NC(C(F)(F)F)=O)C=C1 (1,4,4a,9a-tetrahydro-1-[(2,3,6-trideoxy-4-O-p-nitrobenzoyl-3-trifluoroacetamido-α-L-lyxo-hexo-pyranosyl)methyl]-anthracene-9,10-dione). Isolated yield 65.4%. As a reaction SMILES: [N+:1]([C:4]1[CH:31]=[CH:30][C:7]([C:8]([O:10][C@@H:11]2[C@H:16]([CH3:17])[O:15][C@@H:14]([CH2:18]/[CH:19]=[CH:20]/[CH:21]=[CH2:22])[CH2:13][C@@H:12]2[NH:23][C:24](=[O:29])[C:25]([F:28])([F:27])[F:26])=[O:9])=[CH:6][CH:5]=1)([O-:3])=[O:2].[C:32]1(=[O:43])[C:41]2[C:36](=[CH:37][CH:38]=[CH:39][CH:40]=2)[C:35](=[O:42])[CH:34]=[CH:33]1>C1(C)C=CC=CC=1>[N+:1]([C:4]1[CH:5]=[CH:6][C:7]([C:8]([O:10][C@@H:11]2[C@H:16]([CH3:17])[O:15][C@@H:14]([CH2:18][CH:19]3[CH:33]4[CH:34]([C:35](=[O:42])[C:36]5[C:41]([C:32]4=[O:43])=[CH:40][CH:39]=[CH:38][CH:37]=5)[CH2:22][CH:21]=[CH:20]3)[CH2:13][C@@H:12]2[NH:23][C:24](=[O:29])[C:25]([F:28])([F:26])[F:27])=[O:9])=[CH:30][CH:31]=1)([O-:3])=[O:2]. Procedure: Ninety mg (0.203 mmoles) of (E)-1-(2,3,6-trideoxy-4-O-p-nitrobenzoyl-3-trifluoroacetamido-α-L-lyxo-hexopyranosyl)-2,4-pentadiene and 22.0 mg (0.140 mmoles) of 1,4 naphthoquinone were mixed in 10 ml toluene and the mixture was heated under N2 at 80°-88° C. for 4 hr. The reaction was chilled to 0° C. and filtered to give 55 mg (65%) 1,4,4a,9a-tetrahydro-1-[(2,3,6-trideoxy-4-O-p-nitrobenzoyl-3-trifluoroacetamido-α-L-lyxo-hexo-pyranosyl)methyl]-anthracene-9,10-dione in impure form. Starting materials: FC=1C=C(C=CC1)SC=1C=C2CCC[C@H](C2=CC1)CN1CC(C1)O (1-[(R)-6-(3-fluoro-phenylsulfanyl)-1,2,3,4-tetrahydro-naphthalen-1-ylmethyl]-azetidin-3-ol), OOS(=O)[O-].[K+] (OXONE), O (water). Solvent: CO (MeOH), CCOC(=O)C (EtOAc). Reaction conditions: time 36 hour. The product is FC=1C=C(C=CC1)S(=O)(=O)C=1C=C2CCC[C@H](C2=CC1)CN1CC(C1)O (1-[(R)-6-(3-Fluoro-benzenesulfonyl)-1,2,3,4-tetrahydro-naphthalen-1-ylmethyl]-azetidin-3-ol). RXN SMILES: [F:1][C:2]1[CH:3]=[C:4]([S:8][C:9]2[CH:10]=[C:11]3[C:16](=[CH:17][CH:18]=2)[C@H:15]([CH2:19][N:20]2[CH2:23][CH:22]([OH:24])[CH2:21]2)[CH2:14][CH2:13][CH2:12]3)[CH:5]=[CH:6][CH:7]=1.[OH:25]OS([O-])=O.[K+].[OH2:31]>CO.CCOC(C)=O>[F:1][C:2]1[CH:3]=[C:4]([S:8]([C:9]2[CH:10]=[C:11]3[C:16](=[CH:17][CH:18]=2)[C@H:15]([CH2:19][N:20]2[CH2:21][CH:22]([OH:24])[CH2:23]2)[CH2:14][CH2:13][CH2:12]3)(=[O:25])=[O:31])[CH:5]=[CH:6][CH:7]=1 |f:1.2|. Reported procedure: To a stirred solution of 1-[(R)-6-(3-fluoro-phenylsulfanyl)-1,2,3,4-tetrahydro-naphthalen-1-ylmethyl]-azetidin-3-ol (0.08 g, 0.23 mmol) in MeOH (4 mL) was added a solution of OXONE™ (0.307 g, 0.5 mmol) in 2.5 mL water. The reaction mixture was stirred at room temperature for 36 hours. The mixture was taken up in EtOAc, and the organic layer was washed with 1.5 M aqueous sodium carbonate, dried (MgSO4), filtered and concentrated under reduced pressure. The residue was purified by preparative TLC ... The reactants are solution, Cl (HCl), C(C)(C)(C)OC(=O)N1CCN(CC1)CC1=C(C=CC(=C1)F)C(=O)N1CC=2C(=C3N=C(C(=C(N3N2)C)Cl)C)C1 (4-[2-(6-chloro-5,7-dimethyl-1H,3H-2,4,7a,8-tetraaza-cyclopenta[a]indene-2-carbonyl)-5-fluoro-benzyl]-piperazine-1-carboxylic acid tert-butyl ester), solution, Cl (HCl), O1CCOCC1 (dioxane). Solvent: CCOCC (Et2O), C(Cl)Cl (DCM), CCOCC (Et2O), aqueous solution, [OH-].[Na+] (NaOH), O (water). Conditions: time 1 hour. The product is Cl.Cl.ClC1=C(N2N=C3C(=C2N=C1C)CN(C3)C(=O)C3=C(C=C(C=C3)F)CN3CCNCC3)C ((6-chloro-5,7-dimethyl-1H,3H-2,4,7a,8-tetraaza-cyclopenta[a]inden-2-yl)-(4-fluoro-2-piperazin-1-ylmethyl-phenyl)-methanone, dihydrochloride). Isolated yield 32.0%. As a reaction SMILES: C(OC([N:8]1[CH2:13][CH2:12][N:11]([CH2:14][C:15]2[CH:20]=[C:19]([F:21])[CH:18]=[CH:17][C:16]=2[C:22]([N:24]2[CH2:38][C:27]3=[C:28]4[N:33]([N:34]=[C:26]3[CH2:25]2)[C:32]([CH3:35])=[C:31]([Cl:36])[C:30]([CH3:37])=[N:29]4)=[O:23])[CH2:10][CH2:9]1)=O)(C)(C)C.[ClH:39].O1CCOCC1>O.[OH-].[Na+].C(Cl)Cl.CCOCC>[ClH:36].[ClH:39].[Cl:36][C:31]1[C:30]([CH3:37])=[N:29][C:28]2[N:33]([N:34]=[C:26]3[CH2:25][N:24]([C:22]([C:16]4[CH:17]=[CH:18][C:19]([F:21])=[CH:20][C:15]=4[CH2:14][N:11]4[CH2:10][CH2:9][NH:8][CH2:13][CH2:12]4)=[O:23])[CH2:38][C:27]3=2)[C:32]=1[CH3:35] |f:4.5,8.9.10|. Procedure details: 4-[2-(6-chloro-5,7-dimethyl-1H,3H-2,4,7a,8-tetraaza-cyclopenta[a]indene-2-carbonyl)-5-fluoro-benzyl]-piperazine-1-carboxylic acid tert-butyl ester (133 mg, 0.21 mmol) was added into a mixture of a 4N solution of HCl in dioxane (2 mL, 8.0 mmol) and water (0.4 mL). After 1 hour of stirring at RT, the reaction mixture was diluted with a 1N aqueous solution of NaOH (15 mL) and extracted with DCM (3×25 mL). The organic layers were combined, dried (Na2SO4) and concentrated under vacuum. After purifica... Reaction SMILES: [CH2:3]([c:4]1[cH:5][cH:6][cH:7][cH:8][cH:9]1)[O:10][c:11]1[cH:12][cH:13][c:14]([CH2:17][CH2:18][OH:19])[cH:15][cH:16]1.[ClH:29].[F:20][c:21]1[cH:22][cH:23][c:24]([C:25]#[N:26])[cH:27][cH:28]1.[H-:1].[Na+:2].[O:30]1[CH2:31][CH2:32][CH2:33][CH2:34]1>>[CH2:3]([c:4]1[cH:5][cH:6][cH:7][cH:8][cH:9]1)[O:10][c:11]1[cH:12][cH:13][c:14]([CH2:17][CH2:18][O:19][c:21]2[cH:22][cH:23][c:24]([C:25]#[N:26])[cH:27][cH:28]2)[cH:15][cH:16]1. The reactants are OCCc1ccc(OCc2ccccc2)cc1, Cl, N#Cc1ccc(F)cc1, [H-], [Na+], C1CCOC1. The product is N#Cc1ccc(OCCc2ccc(OCc3ccccc3)cc2)cc1. Starting materials: O=[N+]([O-])c1ccc(C=Cc2nc(Nc3ccc(O)cc3)c3cc(F)ccc3n2)o1, Cc1nc2cc(F)c(F)cc2c(=O)[nH]1. Yields the product O=[N+]([O-])c1ccc(C=Cc2nc(Nc3ccc(O)cc3)c3cc(F)c(F)cc3n2)o1. RXN SMILES: [F:1][c:2]1[cH:3][c:4]2[c:5]([NH:22][c:23]3[cH:24][cH:25][c:26]([OH:29])[cH:27][cH:28]3)[n:6][c:7]([CH:12]=[CH:13][c:14]3[o:15][c:16]([N+:19](=[O:20])[O-:21])[cH:17][cH:18]3)[n:8][c:9]2[cH:10][cH:11]1.[F:30][c:31]1[cH:32][c:33]2[c:34]([cH:35][c:36]1[F:37])[n:38][c:39]([CH3:40])[nH:41][c:42]2=[O:43]>>[F:1][c:2]1[cH:3][c:4]2[c:5]([NH:22][c:23]3[cH:24][cH:25][c:26]([OH:29])[cH:27][cH:28]3)[n:6][c:7]([CH:12]=[CH:13][c:14]3[o:15][c:16]([N+:19](=[O:20])[O-:21])[cH:17][cH:18]3)[n:8][c:9]2[cH:10][c:11]1[F:30].